From a dataset of the Open Reaction Database (ORD), a public repository of structured organic reaction records. describe an organic reaction: reactants, conditions, products, and yield The reactants are N1(CCOCC1)C=1OC2=C(C(C1)=O)C=CC=C2 (2-(4-morpholinyl)-4H-benzopyran-4-one), BrN1C(CCC1=O)=O (N-Bromosuccinimide). Solvent: C(Cl)Cl (CH2Cl2). Product: BrC1=C(OC2=C(C1=O)C=CC=C2)N2CCOCC2 (3-Bromo-2-(4-morpholinyl)-4H-1-benzopyran-4-one). Isolated yield 91.5%. RXN SMILES: [N:1]1([C:7]2[O:8][C:9]3[CH:17]=[CH:16][CH:15]=[CH:14][C:10]=3[C:11](=[O:13])[CH:12]=2)[CH2:6][CH2:5][O:4][CH2:3][CH2:2]1.[Br:18]N1C(=O)CCC1=O>C(Cl)Cl>[Br:18][C:12]1[C:11](=[O:13])[C:10]2[CH:14]=[CH:15][CH:16]=[CH:17][C:9]=2[O:8][C:7]=1[N:1]1[CH2:2][CH2:3][O:4][CH2:5][CH2:6]1. Procedure details: 2-(4-morpholinyl)-4H-benzopyran-4-one (2.0 g, 8.0 mmol) is dissolved in CH2Cl2 (20 mL). N-Bromosuccinimide (1.6 g, 8.2 mmol) is added and the reaction mixture waned slightly and the starting material disappears immediately as evidenced by TLC. The solvent is removed in vacuo and the colorless residue is taken up in EtOAc (200 mL) and washed with water (4×30 mL), brine (50 mL) and dried (MgSO4). Rotary evaporation gives the desired product (2.27 g, 92%) as colorless crystals. mp: 145°-6° c ; IR (... The reactants are CO, O, CCOP(=O)(OCC)OC1=CSCCSC1. Product: CCOP(=O)(OCC)OC1=CSCCS(=O)C1. Reaction SMILES: [CH3:18][OH:19].[OH2:17].[P:1](=[O:2])([O:3][CH2:4][CH3:5])([O:6][CH2:7][CH3:8])[O:9][C:10]1=[CH:11][S:12][CH2:13][CH2:14][S:15][CH2:16]1>>[P:1](=[O:2])([O:3][CH2:4][CH3:5])([O:6][CH2:7][CH3:8])[O:9][C:10]1=[CH:11][S:12][CH2:13][CH2:14][S:15](=[O:17])[CH2:16]1. Starting materials: Cc1ccccc1, O=CO, Fc1cc(C2CCC3(CC2)OCCO3)ccc1I, O. Product: O=C1CCC(c2ccc(I)c(F)c2)CC1. RXN SMILES: [CH3:22][c:23]1[cH:24][cH:25][cH:26][cH:27][cH:28]1.[CH:19]([OH:20])=[O:21].[F:1][c:2]1[cH:3][c:4]([CH:9]2[CH2:10][CH2:11][C:12]3([O:13][CH2:16][CH2:15][O:14]3)[CH2:17][CH2:18]2)[cH:5][cH:6][c:7]1[I:8].[OH2:29]>>[F:1][c:2]1[cH:3][c:4]([CH:9]2[CH2:10][CH2:11][C:12](=[O:13])[CH2:17][CH2:18]2)[cH:5][cH:6][c:7]1[I:8]. The reactants are c1ccc(CC2CCCNC2)cc1, COc1ccc2[nH]cc(CCCC(=O)O)c2c1, C[n+]1ccccc1Cl, [I-]. Yields the product COc1ccc2[nH]cc(CCCC(=O)N3CCCC(Cc4ccccc4)C3)c2c1. RXN SMILES: [CH2:1]([c:2]1[cH:3][cH:4][cH:5][cH:6][cH:7]1)[CH:8]1[CH2:9][NH:10][CH2:11][CH2:12][CH2:13]1.[CH3:14][O:15][c:16]1[cH:17][c:18]2[c:19]([CH2:25][CH2:26][CH2:27][C:28](=[O:29])[OH:30])[cH:20][nH:21][c:22]2[cH:23][cH:24]1.[Cl:32][c:33]1[cH:34][cH:35][cH:36][cH:37][n+:38]1[CH3:39].[I-:31]>>[CH2:1]([c:2]1[cH:3][cH:4][cH:5][cH:6][cH:7]1)[CH:8]1[CH2:9][N:10]([C:28]([CH2:27][CH2:26][CH2:25][c:19]2[c:18]3[cH:17][c:16]([O:15][CH3:14])[cH:24][cH:23][c:22]3[nH:21][cH:20]2)=[O:29])[CH2:11][CH2:12][CH2:13]1. The solvent is C1CCOC1 (THF). The product is C(#N)C=1C(=CC(=NC1)NC(=O)N1CCCC2=CC(=C(N=C12)C=O)C(F)F)NCC1CN(CCO1)C ((racemic) N-(5-cyano-4-(((4-methylmorpholin-2-yl)methyl)amino)pyridin-2-yl)-6-(difluoromethyl)-7-formyl-3,4-dihydro-1,8-naphthyridine-1(2H)-carboxamide). Procedure details: Hydrochloric acid (4 M, 3.5 ml) was added to a solution of (racemic) N-(5-cyano-4-(((4-methylmorpholin-2-yl)methyl)amino)pyridin-2-yl)-6-(difluoromethyl)-7-(dimethoxymethyl)-3,4-dihydro-1,8-naphthyridine-1(2H)-carboxamide (intermediate 232B, 55 mg, 0.103 mmol) in THF (2 ml) at room temperature. After stirring for 2 h at room temperature, sat. aq. NaHCO3 was added and the mixture extracted with DCM. The combined organic layers were washed with brine, dried over Na2SO4 and evaporated. The residue ... Reaction conditions: time 2 hour. RXN SMILES: Cl.[C:2]([C:4]1[C:5]([NH:31][CH2:32][CH:33]2[O:38][CH2:37][CH2:36][N:35]([CH3:39])[CH2:34]2)=[CH:6][C:7]([NH:10][C:11]([N:13]2[C:22]3[C:17](=[CH:18][C:19]([CH:28]([F:30])[F:29])=[C:20]([CH:23](OC)[O:24]C)[N:21]=3)[CH2:16][CH2:15][CH2:14]2)=[O:12])=[N:8][CH:9]=1)#[N:3].C([O-])(O)=O.[Na+]>C1COCC1>[C:2]([C:4]1[C:5]([NH:31][CH2:32][CH:33]2[O:38][CH2:37][CH2:36][N:35]([CH3:39])[CH2:34]2)=[CH:6][C:7]([NH:10][C:11]([N:13]2[C:22]3[C:17](=[CH:18][C:19]([CH:28]([F:30])[F:29])=[C:20]([CH:23]=[O:24])[N:21]=3)[CH2:16][CH2:15][CH2:14]2)=[O:12])=[N:8][CH:9]=1)#[N:3] |f:2.3|. The reactants are C(=O)(O)[O-].[Na+] (NaHCO3), Cl (Hydrochloric acid), C(#N)C=1C(=CC(=NC1)NC(=O)N1CCCC2=CC(=C(N=C12)C(OC)OC)C(F)F)NCC1CN(CCO1)C ((racemic) N-(5-cyano-4-(((4-methylmorpholin-2-yl)methyl)amino)pyridin-2-yl)-6-(difluoromethyl)-7-(dimethoxymethyl)-3,4-dihydro-1,8-naphthyridine-1(2H)-carboxamide), C(#N)C=1C(=CC(=NC1)NC(=O)N1CCCC2=CC(=C(N=C12)C(OC)OC)C(F)F)NCC1CN(CCO1)C ((racemic) N-(5-cyano-4-(((4-methylmorpholin-2-yl)methyl)amino)pyridin-2-yl)-6-(difluoromethyl)-7-(dimethoxymethyl)-3,4-dihydro-1,8-naphthyridine-1(2H)-carboxamide).